This data is from the Open Reaction Database (ORD), a public repository of structured organic reaction records. The task is: describe an organic reaction: reactants, conditions, products, and yield Reactants: C(C)(=O)N1C(=NCC1)NC1=CC=NN1C1=CC=C(C=C1)F (1-Acetyl-2[1-(4-fluorophenyl)-5-pyrazolyl] amino-2-imidazoline), Cl (HCl). Solvent: CO (methanol). Product: FC1=CC=C(C=C1)N1N=CC=C1NC=1NCCN1 (2[1-(4-fluorophenyl)-5-pyrazolyl] amino-2-imidazoline). As a reaction SMILES: C([N:4]1[CH2:8][CH2:7][N:6]=[C:5]1[NH:9][C:10]1[N:14]([C:15]2[CH:20]=[CH:19][C:18]([F:21])=[CH:17][CH:16]=2)[N:13]=[CH:12][CH:11]=1)(=O)C.Cl>CO>[F:21][C:18]1[CH:17]=[CH:16][C:15]([N:14]2[C:10]([NH:9][C:5]3[NH:6][CH2:7][CH2:8][N:4]=3)=[CH:11][CH:12]=[N:13]2)=[CH:20][CH:19]=1. Reported procedure: 1-Acetyl-2[1-(4-fluorophenyl)-5-pyrazolyl] amino-2-imidazoline (17.13 g.) was treated with HCl in methanol as described in Example II to give 12.06 g. product. mp 195°-197° Starting materials: N#Cc1cc(Cl)cc(Oc2c(Br)ccc(Cc3nn(CO)c4nnccc34)c2F)c1, CN(C)c1ccncc1, CCN(C(C)C)C(C)C, ClCCl, O=C1CCC(=O)O1. The product is N#Cc1cc(Cl)cc(Oc2c(Br)ccc(Cc3nn(COC(=O)CCC(=O)O)c4nnccc34)c2F)c1. RXN SMILES: [Br:1][c:2]1[cH:3][cH:4][c:5]([CH2:19][c:20]2[n:21][n:22]([CH2:29][OH:30])[c:23]3[n:24][n:25][cH:26][cH:27][c:28]23)[c:6]([F:18])[c:7]1[O:8][c:9]1[cH:10][c:11]([C:12]#[N:13])[cH:14][c:15]([Cl:17])[cH:16]1.[CH3:47][N:48]([c:49]1[cH:50][cH:51][n:52][cH:53][cH:54]1)[CH3:55].[CH:38]([N:39]([CH2:40][CH3:41])[CH:42]([CH3:43])[CH3:44])([CH3:45])[CH3:46].[Cl:56][CH2:57][Cl:58].[O:31]=[C:32]1[CH2:33][CH2:34][C:35](=[O:36])[O:37]1>>[Br:1][c:2]1[cH:3][cH:4][c:5]([CH2:19][c:20]2[n:21][n:22]([CH2:29][O:30][C:35]([CH2:34][CH2:33][C:32](=[O:31])[OH:37])=[O:36])[c:23]3[n:24][n:25][cH:26][cH:27][c:28]23)[c:6]([F:18])[c:7]1[O:8][c:9]1[cH:10][c:11]([C:12]#[N:13])[cH:14][c:15]([Cl:17])[cH:16]1. Yields the product C(C)(C)(C)NCC(COC1=CC=C2C=NN=C(C2=C1)NN)O (7-(3-t-butylamino-2-hydroxypropoxy)-1-hydrazinophthalazine). Procedure details: 7-(3-t-Butylamino-2-hydroxypropoxy)-1(2H)-phthalazinthione was reacted with hydrazine hydrate in a similar manner to that described in Example 1(viii) to give 7-(3-t-butylamino-2-hydroxypropoxy)-1-hydrazinophthalazine. Reactants: C(C)(C)(C)NCC(COC1=CC=C2C=NNC(C2=C1)=S)O (7-(3-t-Butylamino-2-hydroxypropoxy)-1(2H)-phthalazinthione), O.NN (hydrazine hydrate). Reaction SMILES: [C:1]([NH:5][CH2:6][CH:7]([OH:21])[CH2:8][O:9][C:10]1[CH:19]=[C:18]2[C:13]([CH:14]=[N:15][NH:16][C:17]2=S)=[CH:12][CH:11]=1)([CH3:4])([CH3:3])[CH3:2].O.[NH2:23][NH2:24]>>[C:1]([NH:5][CH2:6][CH:7]([OH:21])[CH2:8][O:9][C:10]1[CH:19]=[C:18]2[C:13]([CH:14]=[N:15][N:16]=[C:17]2[NH:23][NH2:24])=[CH:12][CH:11]=1)([CH3:4])([CH3:3])[CH3:2] |f:1.2|.